Dataset: the Open Reaction Database (ORD), a public repository of structured organic reaction records. Task: describe an organic reaction: reactants, conditions, products, and yield The reactants are C(C)(C)(C)OC(=O)N1C(/C(/C[C@H]1CC1=CC=C(C=C1)C1=CC=CC=C1)=C/N(C(C)C)C(C)C)=O ((R)-5-biphenyl-4-ylmethyl-3-[1-diisopropylamino-meth-(E)-ylidene]-2-oxo-pyrrolidine-1-carboxylic acid tert-butyl ester). The reagents and catalysts are [Pd] (Pd/C). The solvent is C(C)(=O)OCC (ethyl acetate). Run at temperature 20 celsius, time 5 day. The product is C(C)(C)(C)OC(=O)N1C([C@@H](C[C@H]1CC1=CC=C(C=C1)C1=CC=CC=C1)C)=O ((3R,5S)-5-biphenyl-4-ylmethyl-3-methyl-2-oxo-pyrrolidine-1-carboxylic acid tert-butyl ester), C(C)(C)(C)OC(=O)N1C([C@H](C[C@H]1CC1=CC=C(C=C1)C1=CC=CC=C1)C)=O ((3S,5S)-5-biphenyl-4-ylmethyl-3-methyl-2-oxo-pyrrolidine-1-carboxylic acid tert-butyl ester). Reaction SMILES: [C:1]([O:5][C:6]([N:8]1[C@H:12]([CH2:13][C:14]2[CH:19]=[CH:18][C:17]([C:20]3[CH:25]=[CH:24][CH:23]=[CH:22][CH:21]=3)=[CH:16][CH:15]=2)[CH2:11]/[C:10](=[CH:26]\N(C(C)C)C(C)C)/[C:9]1=[O:34])=[O:7])([CH3:4])([CH3:3])[CH3:2]>C(OCC)(=O)C.[Pd]>[C:1]([O:5][C:6]([N:8]1[C@H:12]([CH2:13][C:14]2[CH:15]=[CH:16][C:17]([C:20]3[CH:21]=[CH:22][CH:23]=[CH:24][CH:25]=3)=[CH:18][CH:19]=2)[CH2:11][C@@H:10]([CH3:26])[C:9]1=[O:34])=[O:7])([CH3:4])([CH3:2])[CH3:3].[C:1]([O:5][C:6]([N:8]1[C@H:12]([CH2:13][C:14]2[CH:15]=[CH:16][C:17]([C:20]3[CH:21]=[CH:22][CH:23]=[CH:24][CH:25]=3)=[CH:18][CH:19]=2)[CH2:11][C@H:10]([CH3:26])[C:9]1=[O:34])=[O:7])([CH3:4])([CH3:2])[CH3:3]. Procedure details: 1.3 g (R)-5-biphenyl-4-ylmethyl-3-[1-dimethylaminometh-(E/Z)-ylidene]-2-oxo-pyrrolidine-1-carboxylic acid tert-butyl ester (7-a, R1=Boc, R6=Me, R7=Me) is dissolved in 40 ml of ethyl acetate. After addition of 0.3 g 10% Pd/C (Engelhard 4505) the system is flushed several times with hydrogen and subsequently stirred at 20° C. and 4 bar hydrogen for 5 days. The resulting reaction mixture is filtered through cellflock and concentrated to dryness yielding (3R,5S)-5-biphenyl-4-ylmethyl-3-methyl-2-oxo-...